describe an organic reaction: reactants, conditions, products, and yield From a dataset of the Open Reaction Database (ORD), a public repository of structured organic reaction records. The reactants are ClC1=C(C=CC=C1Cl)O (2,3-dichlorophenol), BrCCO (2-bromoethanol). Product: BrCCOC1=C(C(=CC=C1)Cl)Cl (1-(2-bromoethoxy)-2,3-dichlorobenzene). RXN SMILES: [Cl:1][C:2]1[C:7]([Cl:8])=[CH:6][CH:5]=[CH:4][C:3]=1[OH:9].[Br:10][CH2:11][CH2:12]O>>[Br:10][CH2:11][CH2:12][O:9][C:3]1[CH:4]=[CH:5][CH:6]=[C:7]([Cl:8])[C:2]=1[Cl:1]. Procedure details: This example was prepared by substituting 1-naphthol with 2,3-dichlorophenol and substituting 3-bromopropanol with 2-bromoethanol in EXAMPLE 31A. Reactants: CN(C)C=O, [H-], [Na+], CC(c1ccccc1)N1CC(C(=O)OC(C)(C)C)CC1=O, O=C(O)CC(O)(CC(=O)O)C(=O)O. The product is CC(c1ccccc1)N1CC(CO)(C(=O)OC(C)(C)C)CC1=O. RXN SMILES: [CH3:37][N:38]([CH3:39])[CH:40]=[O:41].[H-:22].[Na+:23].[O:1]=[C:2]1[CH2:3][CH:4]([C:15](=[O:16])[O:17][C:18]([CH3:19])([CH3:20])[CH3:21])[CH2:5][N:6]1[CH:7]([CH3:8])[c:9]1[cH:10][cH:11][cH:12][cH:13][cH:14]1.[OH:24][C:25]([CH2:26][C:27]([C:28](=[O:29])[OH:30])([CH2:31][C:32](=[O:33])[OH:34])[OH:35])=[O:36]>>[O:1]=[C:2]1[CH2:3][C:4]([C:15](=[O:16])[O:17][C:18]([CH3:19])([CH3:20])[CH3:21])([CH2:25][OH:24])[CH2:5][N:6]1[CH:7]([CH3:8])[c:9]1[cH:10][cH:11][cH:12][cH:13][cH:14]1. The reactants are C(C)OC(=O)C=1C(OC2=C(C1C=C)C=C(C=C2)Cl)C(F)(F)F (Ethyl-6-chloro-4-ethenyl-2-trifluoromethyl-2H-1-benzopyran-3-carboxylate), [H][H] (hydrogen). Reagents/catalysts: [Pd] (Palladium). Run in CO (methanol). Run at time 25 minute. Product: ClC=1C=CC2=C(C(=C(C(O2)C(F)(F)F)C(=O)O)CC)C1 (6-Chloro-4-ethyl-2-trifluoromethyl-2H-1-benzopyran-3-carboxylic Acid). Isolated yield 70.7%. RXN SMILES: C([O:3][C:4]([C:6]1[CH:7]([C:19]([F:22])([F:21])[F:20])[O:8][C:9]2[CH:17]=[CH:16][C:15]([Cl:18])=[CH:14][C:10]=2[C:11]=1[CH:12]=[CH2:13])=[O:5])C.[H][H]>CO.[Pd]>[Cl:18][C:15]1[CH:16]=[CH:17][C:9]2[O:8][CH:7]([C:19]([F:21])([F:20])[F:22])[C:6]([C:4]([OH:5])=[O:3])=[C:11]([CH2:12][CH3:13])[C:10]=2[CH:14]=1. Procedure: Ethyl-6-chloro-4-ethenyl-2-trifluoromethyl-2H-1-benzopyran-3-carboxylate (Example 142,Step 5) (0.433 g, 1.30 mmol) was dissolved in methanol (10 mL). Palladium(5 wt % on activated carbon)(0.150 g) was slowly added. The reaction vessel was charged with hydrogen (25 psi) and was stirred for 25 minutes. Gas chromatographic analysis indicated that the reaction was complete. The reaction mixture was filtered through Celite and evaporated to yield a orange oil. The oil was purified by flash column chr... The reactants are OS(=O)(=O)C(F)(F)F (triflic acid), C[C@@H]1[C@H]2[C@@H]3CC[C@H](C(C)=O)[C@]3(CC[C@@H]2[C@]2(CCC(N[C@@H]2C1)=O)C)C (7β-methyl-5α-4-azapregnane-3,20-dione), ClC=1C(C(=C(C(C1Cl)=O)C#N)C#N)=O (2,3-dichloro-5,6-dicyano-1,4-benzoquinone), C([O-])(O)=O.[Na+] (sodium bicarbonate), S(=O)([O-])[O-].[Na+].[Na+] (sodium sulfite), C[Si](C)(C)N(C(C(F)(F)F)=O)[Si](C)(C)C (bis(trimethylsilyl)trifluoroacetamide), C(CC(=O)C)(=O)OC (methyl acetoacetate). Solvent: O (water). Conditions: time 4 hour. The product is C[C@@H]1[C@H]2[C@@H]3CC[C@H](C(C)=O)[C@]3(CC[C@@H]2[C@]2(C=CC(N[C@@H]2C1)=O)C)C (7β-Methyl-5α-4-azapregn-1-ene-3,20-dione). Reaction SMILES: [CH3:1][C@H:2]1[CH2:21][C@@H:20]2[C@:15]([CH3:23])([CH2:16][CH2:17][C:18](=[O:22])[NH:19]2)[C@@H:14]2[C@@H:3]1[C@H:4]1[C@:11]([CH3:24])([CH2:12][CH2:13]2)[C@@H:7]([C:8](=[O:10])[CH3:9])[CH2:6][CH2:5]1.ClC1C(=O)C(C#N)=C(C#N)C(=O)C=1Cl.C[Si](N([Si](C)(C)C)C(=O)C(F)(F)F)(C)C.OS(C(F)(F)F)(=O)=O.C(OC)(=O)CC(C)=O.C(=O)(O)[O-].[Na+].S([O-])([O-])=O.[Na+].[Na+]>O>[CH3:1][C@H:2]1[CH2:21][C@@H:20]2[C@:15]([CH3:23])([CH:16]=[CH:17][C:18](=[O:22])[NH:19]2)[C@@H:14]2[C@@H:3]1[C@H:4]1[C@:11]([CH3:24])([CH2:12][CH2:13]2)[C@@H:7]([C:8](=[O:10])[CH3:9])[CH2:6][CH2:5]1 |f:5.6,7.8.9|. Procedure: To a solution of 7β-methyl-5α-4-azapregnane-3,20-dione (5.5 gm, 16.6 mmol) in dry toulene (100 mL) was added 2,3-dichloro-5,6-dicyano-1,4-benzoquinone (DDQ, 4.52 gm, 19.92 mmol) followed by bis(trimethylsilyl)trifluoroacetamide (17.6 mL, 66.4 mmol) and triflic acid (0.11 mL, 1.3 mmol). The mixture was stirred under nitrogen for 24 hr at room temperature after which methyl acetoacetate (1.8 mL, 1.66 mmol) was added and stirring continued for 4 hr followed refluxing for 48 hr. The reaction mixture... Starting materials: 1-h, CC1=C(CCl)C=CC=C1[N+](=O)[O-] (2-methyl-3-nitrobenzyl chloride), N(C(=O)OC(C)(C)C)C(=O)OC(C)(C)C (di-t-butyl iminodicarboxylate), [H-].[Na+] (sodium hydride). The solvent is CN(C=O)C (dimethylformamide), CN(C=O)C (dimethylformamide). Product: C(C)(C)(C)OC(=O)N(CC1=C(C(=CC=C1)[N+](=O)[O-])C)C(=O)OC(C)(C)C (N-(2-methyl-3-nitrophenylmethyl)iminodicarboxylic acid di-t-butyl ester). Isolated yield 70.5%. RXN SMILES: [CH3:1][C:2]1[C:9]([N+:10]([O-:12])=[O:11])=[CH:8][CH:7]=[CH:6][C:3]=1[CH2:4]Cl.[NH:13]([C:21]([O:23][C:24]([CH3:27])([CH3:26])[CH3:25])=[O:22])[C:14]([O:16][C:17]([CH3:20])([CH3:19])[CH3:18])=[O:15].[H-].[Na+]>CN(C)C=O>[C:24]([O:23][C:21]([N:13]([C:14]([O:16][C:17]([CH3:20])([CH3:19])[CH3:18])=[O:15])[CH2:4][C:3]1[CH:6]=[CH:7][CH:8]=[C:9]([N+:10]([O-:12])=[O:11])[C:2]=1[CH3:1])=[O:22])([CH3:27])([CH3:26])[CH3:25] |f:2.3|. Reported procedure: A solution of 2-methyl-3-nitrobenzyl chloride (1.07 g) in dimethylformamide (30 ml) was added dropwise to a solution of di-t-butyl iminodicarboxylate (1.38 g) and sodium hydride (content, 60%; 0.30 g) in dimethylformamide (30 ml) at 0° C. Following 1-h stirring at room temperature, the temperature of the mixture was raised to 80° C. and stirred for 1 h. The reaction mixture was concentrated under reduced pressure, water was added to the residue, and the mixture was extracted with ethyl acetate. ... Reactants: H-MeOH, C(C)(C)N1N=NC(=C1)C=1C=C(CCOCCC(=O)O)C=CC1 (3-(3-(1-isopropyl-1H-1,2,3-triazol-4-yl)phenethoxy)propanoic acid), COC(CNC1CCCCC1)OC (N-(2,2-dimethoxyethyl)cyclohexanamine), C(C)(=O)OCC (ethyl acetate). Run in CCCC(C)C (isohexane). The product is C1(CCCCC1)N(C(CCOCCC1=CC(=CC=C1)C=1N=NN(C1)C(C)C)=O)CC(OC)OC (N-Cyclohexyl-N-(2,2-dimethoxyethyl)-3-(3-(1-isopropyl-1H-1,2,3-triazol-4-yl)phenethoxy)propanamide). As a reaction SMILES: [CH:1]([N:4]1[CH:8]=[C:7]([C:9]2[CH:10]=[C:11]([CH:20]=[CH:21][CH:22]=2)[CH2:12][CH2:13][O:14][CH2:15][CH2:16][C:17]([OH:19])=O)[N:6]=[N:5]1)([CH3:3])[CH3:2].[CH3:23][O:24][CH:25]([O:34][CH3:35])[CH2:26][NH:27][CH:28]1[CH2:33][CH2:32][CH2:31][CH2:30][CH2:29]1.C(OCC)(=O)C>CCCC(C)C>[CH:28]1([N:27]([CH2:26][CH:25]([O:34][CH3:35])[O:24][CH3:23])[C:17](=[O:19])[CH2:16][CH2:15][O:14][CH2:13][CH2:12][C:11]2[CH:20]=[CH:21][CH:22]=[C:9]([C:7]3[N:6]=[N:5][N:4]([CH:1]([CH3:2])[CH3:3])[CH:8]=3)[CH:10]=2)[CH2:33][CH2:32][CH2:31][CH2:30][CH2:29]1. Reported procedure: The subtitled compound (230 mg) was prepared from 3-(3-(1-isopropyl-1H-1,2,3-triazol-4-yl)phenethoxy)propanoic acid [Example 12, Step ii)] and N-(2,2-dimethoxyethyl)cyclohexanamine using a similar method to that described in Example 4, Step v) and the elution gradient to 0 to 100% ethyl acetate in isohexane. MS [M+H-MeOH]+=441 (MultiMode+) 1H NMR (400 MHz, CD3OD) δ 8.36 (s, 1H), 7.71-7.61 (m, 2H), 7.32 and 7.31 (2×t, J=7.7 Hz, 1H), 7.19 (d, J=8.0 Hz, 1H), 4.87 (septet, J=6.7 Hz, 1H), 4.51 and 4.... The reactants are C(C)(C)(C)C1CCC(CC1)N(C1=NC2=C(N1CCO[Si](C)(C)C)C=CC=C2)CC2=CC=C(C(=O)OC)C=C2 (Methyl 4-{[(4-tert-butylcyclohexyl)(1-{2-[(trimethylsilyl)oxy]ethyl}-1H-benz-imidazol-2-yl)amino]methyl}benzoate), [Li+].[OH-] (LiOH), CCOC(=O)C (EtOAc), Cl (HCl), buffer solution. The solvent is O1CCOCC1 (dioxane), O (H2O). Conditions: temperature 40 celsius, time 8 hour. The product is C(C)(C)(C)C1CCC(CC1)N(C1=NC2=C(N1CCO)C=CC=C2)CC2=CC=C(C(=O)O)C=C2 (4-{[(4-tert-Butylcyclohexyl)(1-{2-hydroxyethyl}-1H-benzimidazol-2-yl)-amino]methyl}benzoic acid). As a reaction SMILES: [C:1]([CH:5]1[CH2:10][CH2:9][CH:8]([N:11]([CH2:28][C:29]2[CH:38]=[CH:37][C:32]([C:33]([O:35]C)=[O:34])=[CH:31][CH:30]=2)[C:12]2[N:16]([CH2:17][CH2:18][O:19][Si](C)(C)C)[C:15]3[CH:24]=[CH:25][CH:26]=[CH:27][C:14]=3[N:13]=2)[CH2:7][CH2:6]1)([CH3:4])([CH3:3])[CH3:2].[Li+].[OH-].CCOC(C)=O.Cl>O1CCOCC1.O>[C:1]([CH:5]1[CH2:10][CH2:9][CH:8]([N:11]([CH2:28][C:29]2[CH:30]=[CH:31][C:32]([C:33]([OH:35])=[O:34])=[CH:37][CH:38]=2)[C:12]2[N:16]([CH2:17][CH2:18][OH:19])[C:15]3[CH:24]=[CH:25][CH:26]=[CH:27][C:14]=3[N:13]=2)[CH2:7][CH2:6]1)([CH3:4])([CH3:2])[CH3:3] |f:1.2|. Procedure: To the title compound of Example 10 Step A (0.13 mmol, 73 mg) in 2 mL of dioxane was added a solution of LiOH (1.25 mmol, 30 mg) in 1 mL of H2O. The resulting solution was stirred at 40° C. overnight. The reaction mixture was taken up in a pH 7 buffer solution and EtOAc. The mixture was acidified with 2 N HCl until two clear layers formed after agitation. The organic layer was collected and the aqueous layer was washed with EtOAc. The combined organic layers were dried with MgSO4 and concentrate... The reactants are CN(CCSCC1=CC2=C(SC(=C2)S(N)(=O)=O)C=C1)C (5-[2-(dimethylamino) ethylthiomethyl]-2-sulfamoylbenzo[b]thiophene), I(=O)(=O)(=O)[O-].[Na+] (sodium metaperiodate). Run in C(C)O (ethanol), O (water). Conditions: time 16 hour. Yields the product CN(CCS(=O)CC1=CC2=C(SC(=C2)S(N)(=O)=O)C=C1)C (5-[2-(Dimethylamino)ethylsulfinylmethyl]-2-sulfamoylbenzo[b]thiophene). Yield: 64.0%. Reaction SMILES: [CH3:1][N:2]([CH3:20])[CH2:3][CH2:4][S:5][CH2:6][C:7]1[CH:19]=[CH:18][C:10]2[S:11][C:12]([S:14](=[O:17])(=[O:16])[NH2:15])=[CH:13][C:9]=2[CH:8]=1.I([O-])(=O)(=O)=[O:22].[Na+]>C(O)C.O>[CH3:1][N:2]([CH3:20])[CH2:3][CH2:4][S:5]([CH2:6][C:7]1[CH:19]=[CH:18][C:10]2[S:11][C:12]([S:14](=[O:17])(=[O:16])[NH2:15])=[CH:13][C:9]=2[CH:8]=1)=[O:22] |f:1.2|. Reported procedure: To a partial solution of 5-[2-(dimethylamino) ethylthiomethyl]-2-sulfamoylbenzo[b]thiophene (1.32 g, 0.004 mol) in 20 ml of ethanol and 40 ml of water was added sodium metaperiodate (0.94 g, 0.0044 mol) and the mixture was stirred at room temperature for 16 hours over night. The reaction mixture was filtered and the filtrate was evaporated to dryness in vacuo. The white solid residue was recrystallized twice from 4/1 (V/V) water/ethanol and chromatographed on silica gel eluting with 7.5% (V/V) m...